From a dataset of the Open Reaction Database (ORD), a public repository of structured organic reaction records. describe an organic reaction: reactants, conditions, products, and yield The reactants are CC(CC(C)(C)C)OC=1C=CC=C2C=CC(=NC12)N (8-(1,3,3-trimethylbutoxy)quinolin-2-amine), C(#N)[BH3-] (cyanoborohydride), C(CC)=O (propionaldehyde). The solvent is CO.C(CCl)Cl (MeOH ClCH2CH2Cl). Reaction conditions: time 8 hour. Yields the product C(CC)NC1=NC2=C(C=CC=C2C=C1)OC(CC(C)(C)C)C (N-propyl-8-(1,3,3-trimethylbutoxy)quinolin-2-amine). Reaction SMILES: [CH3:1][CH:2]([O:8][C:9]1[CH:10]=[CH:11][CH:12]=[C:13]2[C:18]=1[N:17]=[C:16]([NH2:19])[CH:15]=[CH:14]2)[CH2:3][C:4]([CH3:7])([CH3:6])[CH3:5].C([BH3-])#N.[CH:23](=O)[CH2:24][CH3:25]>CO.C(Cl)CCl>[CH2:23]([NH:19][C:16]1[CH:15]=[CH:14][C:13]2[C:18](=[C:9]([O:8][CH:2]([CH3:1])[CH2:3][C:4]([CH3:7])([CH3:6])[CH3:5])[CH:10]=[CH:11][CH:12]=2)[N:17]=1)[CH2:24][CH3:25] |f:3.4|. Procedure: To a 4 mL scintillation vial was added a stir bar and the title compound from Example 16 (15.0 mg, 0.058 mmol). To this was added 0.42 mL of a 1:1 MeOH/ClCH2CH2Cl mixture followed by MP-cyanoborohydride resin (84 mg, 3.7 equiv Argonaut Technologies, Inc.) and 40 μL (10 equiv) of propionaldehyde. The reaction vessel was placed in an oil bath that had been preheated to 80° C. and the contents were allowed to stir overnight. Upon cooling to room temperature, the suspension was filtered and the filt...